Task: describe an organic reaction: reactants, conditions, products, and yield. Dataset: the Open Reaction Database (ORD), a public repository of structured organic reaction records Starting materials: C=CC(=O)Cl, C1CCOC1, N#Cc1cnc2ccc(N)cc2c1Nc1ccc(Br)c(Br)c1. Yields the product C=CC(=O)Nc1ccc2ncc(C#N)c(Nc3ccc(Br)c(Br)c3)c2c1. As a reaction SMILES: [C:23]([CH:24]=[CH2:25])(=[O:26])[Cl:27].[CH2:28]1[O:29][CH2:30][CH2:31][CH2:32]1.[NH2:1][c:2]1[cH:3][c:4]2[c:5]([NH:14][c:15]3[cH:16][c:17]([Br:22])[c:18]([Br:21])[cH:19][cH:20]3)[c:6]([C:12]#[N:13])[cH:7][n:8][c:9]2[cH:10][cH:11]1>>[NH:1]([c:2]1[cH:3][c:4]2[c:5]([NH:14][c:15]3[cH:16][c:17]([Br:22])[c:18]([Br:21])[cH:19][cH:20]3)[c:6]([C:12]#[N:13])[cH:7][n:8][c:9]2[cH:10][cH:11]1)[C:23]([CH:24]=[CH2:25])=[O:26]. The reactants are ClCC1(CCC(N1)=O)C (5-(chloromethyl)-5-methylpyrrolidin-2-one), ClOC(C)(C)C (tert-butyl hypochlorite), ClOC(C)(C)C (tert-butyl hypochlorite). Solvent: CO (methanol), ice water. Reaction conditions: time 1 hour. Product: ClN1C(CCC1(C)CCl)=O (1-Chloro-5-(chloromethyl)-5-methylpyrrolidin-2-one). Yield: 78.2%. RXN SMILES: [Cl:1][CH2:2][C:3]1([CH3:9])[NH:7][C:6](=[O:8])[CH2:5][CH2:4]1.[Cl:10]OC(C)(C)C>CO>[Cl:10][N:7]1[C:3]([CH2:2][Cl:1])([CH3:9])[CH2:4][CH2:5][C:6]1=[O:8]. Procedure details: A solution of 5-(chloromethyl)-5-methylpyrrolidin-2-one (302 mg, 2.05 mmol) in methanol (20 mL) was cooled in ice water for 10 min, before neat tert-butyl hypochlorite (0.46 mL, 4.1 mmol, 2 equiv.) was added in one portion. Additional tert-butyl hypochlorite (0.46 mL, 4.1 mmol, 2 equiv.) was added after 45 min. After 1 h, the mixture was concentrated in vacuo and the residue absorbed on silica. Chromatography on silica (0-2.5% MeOH/DCM) afforded the N-chloro-pyrrolidinone as a colorless oil (292... Reactants: Cl (HCl), [OH-].[Na+] (sodium hydroxide), C(C)OC(CCNC(C1=CC=C(C=C1)C(NC1=NC2=CC=CC=C2C=C1C)C1CC(C1)(C)C)=O)=O ((+/−)-3-{4-[(3,3-di methyl-cyclobutyl)-(3-methyl-quinolin-2-ylamino)-methyl]-benzoylamino}-propionic acid ethyl ester), C(C)OC(CCNC(C1=CC=C(C=C1)C(NC1=NC2=CC=CC=C2C=C1C)C1CC(C1)(C)C)=O)=O ((+/−)-3-{4-[(3,3-di methyl-cyclobutyl)-(3-methyl-quinolin-2-ylamino)-methyl]-benzoylamino}-propionic acid ethyl ester). Run in CO (methanol), O1CCCC1 (tetrahydrofuran). Product: CC1(CC(C1)C(C1=CC=C(C(=O)NCCC(=O)O)C=C1)NC1=NC2=CC=CC=C2C=C1C)C ((+/−)-3-{4-[(3,3-dimethyl-cyclobutyl)-(3-methyl-quinolin-2-ylamino)-methyl]-benzoylamino}-propionic acid). Yield: 120.5%. As a reaction SMILES: C([O:3][C:4](=[O:35])[CH2:5][CH2:6][NH:7][C:8](=[O:34])[C:9]1[CH:14]=[CH:13][C:12]([CH:15]([CH:28]2[CH2:31][C:30]([CH3:33])([CH3:32])[CH2:29]2)[NH:16][C:17]2[C:26]([CH3:27])=[CH:25][C:24]3[C:19](=[CH:20][CH:21]=[CH:22][CH:23]=3)[N:18]=2)=[CH:11][CH:10]=1)C.[OH-].[Na+].Cl>O1CCCC1.CO>[CH3:32][C:30]1([CH3:33])[CH2:31][CH:28]([CH:15]([NH:16][C:17]2[C:26]([CH3:27])=[CH:25][C:24]3[C:19](=[CH:20][CH:21]=[CH:22][CH:23]=3)[N:18]=2)[C:12]2[CH:13]=[CH:14][C:9]([C:8]([NH:7][CH2:6][CH2:5][C:4]([OH:35])=[O:3])=[O:34])=[CH:10][CH:11]=2)[CH2:29]1 |f:1.2|. Procedure details: (+/−)-3-{4-[(3,3-di methyl-cyclobutyl)-(3-methyl-quinolin-2-ylamino)-methyl]-benzoylamino}-propionic acid ethyl ester (Intermediate 27) (36 mg, 0.076 mmol) was dissolved in tetrahydrofuran (3 mL) and methanol (1 mL), and 1.0 M sodium hydroxide (2 mL) was added. This was stirred as a solution at room temperature for 45 min before 1 N HCl was added to bring to pH 4.5. This was extracted twice with ethyl acetate and the combined organics dried over MgSO4. The solution was concentrated in vacuo to g... Starting materials: COC1=CC=C(C=C1)C1=CC(=NC2=CC=CC=C12)C(=O)O (4-(4-methoxy phenyl) quinoline 2-carboxylic acid), OO (H2O2), CC1=NC2=CC=CC=C2C(=C1)C1=CC(=CC=C1)[N+](=O)[O-] (2-methyl 4-(3-nitro phenyl) quinoline), [Se](=O)=O (selenium dioxide). Product: [N+](=O)([O-])C=1C=C(C=CC1)C1=CC(=NC2=CC=CC=C12)C(=O)O (4-(3-nitro phenyl) quinoline 2-carboxylic acid). Reaction SMILES: CO[C:3]1[CH:8]=[CH:7][C:6]([C:9]2[C:18]3[C:13](=[CH:14][CH:15]=[CH:16][CH:17]=3)[N:12]=[C:11]([C:19]([OH:21])=[O:20])[CH:10]=2)=[CH:5][CH:4]=1.CC1C=C(C2C=CC=C([N+:39]([O-:41])=[O:40])C=2)C2C(=CC=CC=2)N=1.[Se](=O)=O.OO>>[N+:39]([C:4]1[CH:5]=[C:6]([C:9]2[C:18]3[C:13](=[CH:14][CH:15]=[CH:16][CH:17]=3)[N:12]=[C:11]([C:19]([OH:21])=[O:20])[CH:10]=2)[CH:7]=[CH:8][CH:3]=1)([O-:41])=[O:40]. Reported procedure: 4-(3-nitro phenyl) quinoline 2-carboxylic acid is prepared by analogy as 4-(4-methoxy phenyl) quinoline 2-carboxylic acid described in Example 36 starting from 2-methyl 4-(3-nitro phenyl) quinoline (2.46 10-2 mole), 2.73 g of selenium dioxide and 20.9 ml H2O2 110 vol. The reactants are BrC=1C=CC(=C(C1)C)OC (5-bromo-2-methoxytoluene), N1CCNCC1 (piperazine), 1-(2-phenethyl)piperazine, C(C1=CC=CC=C1)OC1=C(C=C(C=C1)Br)Cl (1-benzyloxy-4-bromo-2-chlorobenzene). The product is C(C1=CC=CC=C1)OC1=C(C=C(C=C1)N1CCNCC1)Cl (1-(4-benzyloxy-3-chlorophenyl)piperazine). Yield: 65.2%. As a reaction SMILES: BrC1C=CC(OC)=C(C)C=1.[CH2:11]([O:18][C:19]1[CH:24]=[CH:23][C:22](Br)=[CH:21][C:20]=1[Cl:26])[C:12]1[CH:17]=[CH:16][CH:15]=[CH:14][CH:13]=1.[NH:27]1[CH2:32][CH2:31][NH:30][CH2:29][CH2:28]1>>[CH2:11]([O:18][C:19]1[CH:24]=[CH:23][C:22]([N:27]2[CH2:32][CH2:31][NH:30][CH2:29][CH2:28]2)=[CH:21][C:20]=1[Cl:26])[C:12]1[CH:17]=[CH:16][CH:15]=[CH:14][CH:13]=1. Procedure: Production Example 9 was repeated except that 5-bromo-2-methoxytoluene and 1-(2-phenethyl)piperazine were replaced with 1-benzyloxy-4-bromo-2-chlorobenzene (7.138 g) and piperazine (12.404 g), respectively. Thus obtained crude product was purified on silica gel column chromatography (eluent, chloroform: methanol=5:2) to provide 1-(4-benzyloxy-3-chlorophenyl)piperazine (4.739 g). Reactants: ClC1=C(C=C2C(=CNC2=C1)C(=O)OC)B1OCC(CO1)(C)C (methyl 6-chloro-5-(5,5-dimethyl-1,3,2-dioxaborinan-2-yl)-1H-indole-3-carboxylate), BrC1=CC=C(O[C@@H]2[C@H](CCCC2)O)C=C1 ((1S,2S)-2-(4-bromophenoxy)cyclohexanol), C([O-])([O-])=O.[K+].[K+] (potassium carbonate), C(C)(=O)OCC (ethyl acetate). The reagents and catalysts are C1=CC=C(C=C1)P([C-]2C=CC=C2)C3=CC=CC=C3.C1=CC=C(C=C1)P([C-]2C=CC=C2)C3=CC=CC=C3.Cl[Pd]Cl.[Fe+2] (Pd(dppf)Cl2). Solvent: C1(=CC=CC=C1)C.C(C)O (toluene ethanol). Reaction conditions: temperature 110 celsius, time 2.5 hour. The product is ClC1=C(C=C2C(=CNC2=C1)C(=O)OC)C1=CC=C(C=C1)O[C@@H]1[C@H](CCCC1)O (methyl 6-chloro-5-(4-{[(1S,2S)-2-hydroxycyclohexyl]oxy}phenyl)-1H-indole-3-carboxylate). The yield is 133.4%. RXN SMILES: [Cl:1][C:2]1[CH:10]=[C:9]2[C:5]([C:6]([C:11]([O:13][CH3:14])=[O:12])=[CH:7][NH:8]2)=[CH:4][C:3]=1B1OCC(C)(C)CO1.Br[C:24]1[CH:37]=[CH:36][C:27]([O:28][C@H:29]2[CH2:34][CH2:33][CH2:32][CH2:31][C@@H:30]2[OH:35])=[CH:26][CH:25]=1.C(=O)([O-])[O-].[K+].[K+].C(OCC)(=O)C>C1(C)C=CC=CC=1.C(O)C.C1C=CC(P(C2C=CC=CC=2)[C-]2C=CC=C2)=CC=1.C1C=CC(P(C2C=CC=CC=2)[C-]2C=CC=C2)=CC=1.Cl[Pd]Cl.[Fe+2]>[Cl:1][C:2]1[CH:10]=[C:9]2[C:5]([C:6]([C:11]([O:13][CH3:14])=[O:12])=[CH:7][NH:8]2)=[CH:4][C:3]=1[C:24]1[CH:37]=[CH:36][C:27]([O:28][C@H:29]2[CH2:34][CH2:33][CH2:32][CH2:31][C@@H:30]2[OH:35])=[CH:26][CH:25]=1 |f:2.3.4,6.7,8.9.10.11|. Procedure: A mixture of methyl 6-chloro-5-(5,5-dimethyl-1,3,2-dioxaborinan-2-yl)-1H-indole-3-carboxylate (80 mg, 0.15 mmol), (1S,2S)-2-(4-bromophenoxy)cyclohexanol (81 mg, 0.30 mmol), 2.0M aqueous potassium carbonate (0.50 mL, 1.0 mmol), and Pd(dppf)Cl2 (10 mg, 0.01 mmol) in toluene/ethanol (1.44 mL/0.48 mL) was stirred at 110° C. for 2.5 hours. The mixture was poured into ethyl acetate and washed with water. The organic phase was dried over sodium sulfate, filtered, and concentrated to give a residue, whi...